The task is: describe an organic reaction: reactants, conditions, products, and yield. This data is from the Open Reaction Database (ORD), a public repository of structured organic reaction records. Conditions: time 2 hour. The reactants are solution, C(CCC)[Li] (butyllithium), BrC1=C(C(=CC=C1)Br)F (2,6-dibromofluorobenzene), B(OC)(OC)OC (trimethyl borate), Cl (hydrochloric acid). Product: BrC=1C(=C(C=CC1)B(O)O)F (3-bromo-2-fluorophenylboronic acid). The solvent is O (water), CCCCCC (hexane), C(C)OCC (diethyl ether). Reaction SMILES: C([Li])CCC.[Br:6][C:7]1[CH:12]=[CH:11][CH:10]=[C:9](Br)[C:8]=1[F:14].[B:15](OC)([O:18]C)[O:16]C.Cl>CCCCCC.C(OCC)C.O>[Br:6][C:7]1[C:8]([F:14])=[C:9]([B:15]([OH:18])[OH:16])[CH:10]=[CH:11][CH:12]=1. Reported procedure: 290 ml of a 1.6 molar solution of butyllithium in hexane are added dropwise at −70° C. to a solution of 112 g of 2,6-dibromofluorobenzene [1435-54-7] in 1000 ml of diethyl ether. After the mixture has been kept at the same temperature for 2 hours, 60 ml of trimethyl borate are added, and the mixture is stirred at this temperature for 12 hours. After the mixture has been slowly warmed to room temperature, 300 ml of water are added, and the pH is adjusted to 1 by addition of hydrochloric acid. The... Reactants: FC(C(=O)O)(F)F.COC(C1=CC=C(C=C1)C=1C(=NC=NC1N1CCN(CC1)C(CN(C)C)C1=CC=C(C=C1)C(F)(F)F)N)=O (4-(4-Amino-6-{4-[2-dimethylamino-1-(4-trifluoromethyl-phenyl)-ethyl]-piperazin-1-yl}-pyrimidin-5-yl)-benzoic acid methyl ester trifluoroacetic acid), O.O.[OH-].[Li+] (lithium hydroxide monohydrate water). Solvent: C1CCOC1 (THF), O (water). Reaction conditions: time 4 hour. Yields the product NC1=NC=NC(=C1C1=CC=C(C(=O)O)C=C1)N1CCN(CC1)C(CN(C)C)C1=CC=C(C=C1)C(F)(F)F (4-(4-amino-6-(4-(2-(dimethylamino)-1-(4-(trifluoromethyl)phenyl)ethyl)piperazin-1-yl)pyrimidin-5-yl)benzoic acid). Reaction SMILES: FC(F)(F)C(O)=O.C[O:9][C:10](=[O:45])[C:11]1[CH:16]=[CH:15][C:14]([C:17]2[C:18]([NH2:44])=[N:19][CH:20]=[N:21][C:22]=2[N:23]2[CH2:28][CH2:27][N:26]([CH:29]([C:34]3[CH:39]=[CH:38][C:37]([C:40]([F:43])([F:42])[F:41])=[CH:36][CH:35]=3)[CH2:30][N:31]([CH3:33])[CH3:32])[CH2:25][CH2:24]2)=[CH:13][CH:12]=1.O.O.[OH-].[Li+]>C1COCC1.O>[NH2:44][C:18]1[C:17]([C:14]2[CH:13]=[CH:12][C:11]([C:10]([OH:45])=[O:9])=[CH:16][CH:15]=2)=[C:22]([N:23]2[CH2:24][CH2:25][N:26]([CH:29]([C:34]3[CH:35]=[CH:36][C:37]([C:40]([F:43])([F:42])[F:41])=[CH:38][CH:39]=3)[CH2:30][N:31]([CH3:33])[CH3:32])[CH2:27][CH2:28]2)[N:21]=[CH:20][N:19]=1 |f:0.1,2.3.4.5|. Procedure: In a round bottle flask containing 4-(4-Amino-6-{4-[2-dimethylamino-1-(4-trifluoromethyl-phenyl)-ethyl]-piperazin-1-yl}-pyrimidin-5-yl)-benzoic acid methyl ester trifluoroacetic acid (36.00 mg; 0.06 mmol; 1.00 eq.) in THF (2.00 ml) and water (2.00 ml) was added 1 N lithium hydroxide monohydrate water solution. The mixture was stirred at rt for 4 h before it was concentrated and purified with waters prep-HPLC. LC-MS: (M+1=515, obsd.=515)